From a dataset of the Open Reaction Database (ORD), a public repository of structured organic reaction records. describe an organic reaction: reactants, conditions, products, and yield Starting materials: BrC1=CC(=C(C=C1)C1=CC=C(C=C1)CCC1(N=C(OC1)C)COP(=O)(C(C)(C)C)C(C)(C)C)F (4-[2-(4′-bromo-2′-fluorobiphenyl-4-yl)ethyl]-4-di(tert-butyl)phosphoryloxymethyl-2-methyl-2-oxazoline), C1(=CC=CC=C1)S (benzenethiol), C(C)(C)N(CC)C(C)C (diisopropylethylamine), C1(=CC=CC=C1)P(C1=CC=CC=2C(C3=CC=CC(=C3OC12)P(C1=CC=CC=C1)C1=CC=CC=C1)(C)C)C1=CC=CC=C1 (4,5-bis(diphenylphosphino)-9,9-dimethylxanthene). The reagents and catalysts are C1=CC=C(C=C1)/C=C/C(=O)/C=C/C2=CC=CC=C2.C1=CC=C(C=C1)/C=C/C(=O)/C=C/C2=CC=CC=C2.C1=CC=C(C=C1)/C=C/C(=O)/C=C/C2=CC=CC=C2.C(Cl)(Cl)Cl.[Pd].[Pd] (tris(dibenzylideneacetone)dipalladium(0) chloroform adduct). Run in O (Water), O1CCOCC1 (1,4-dioxane). The product is FC1=C(C=CC(=C1)SC1=CC=CC=C1)C1=CC=C(C=C1)CCC1(N=C(OC1)C)COP(=O)(C(C)(C)C)C(C)(C)C (4-{2-[2′-fluoro-4′-(phenylthio)biphenyl-4-yl]ethyl}-4-di(tert-butyl)phosphoryloxymethyl-2-methyl-2-oxazoline). The yield is 48.7%. As a reaction SMILES: Br[C:2]1[CH:7]=[CH:6][C:5]([C:8]2[CH:13]=[CH:12][C:11]([CH2:14][CH2:15][C:16]3([CH2:22][O:23][P:24]([C:30]([CH3:33])([CH3:32])[CH3:31])([C:26]([CH3:29])([CH3:28])[CH3:27])=[O:25])[CH2:20][O:19][C:18]([CH3:21])=[N:17]3)=[CH:10][CH:9]=2)=[C:4]([F:34])[CH:3]=1.[C:35]1([SH:41])[CH:40]=[CH:39][CH:38]=[CH:37][CH:36]=1.C(N(C(C)C)CC)(C)C.C1(P(C2C=CC=CC=2)C2C3OC4C(=CC=CC=4P(C4C=CC=CC=4)C4C=CC=CC=4)C(C)(C)C=3C=CC=2)C=CC=CC=1>O1CCOCC1.C1C=CC(/C=C/C(/C=C/C2C=CC=CC=2)=O)=CC=1.C1C=CC(/C=C/C(/C=C/C2C=CC=CC=2)=O)=CC=1.C1C=CC(/C=C/C(/C=C/C2C=CC=CC=2)=O)=CC=1.C(Cl)(Cl)Cl.[Pd].[Pd].O>[F:34][C:4]1[CH:3]=[C:2]([S:41][C:35]2[CH:40]=[CH:39][CH:38]=[CH:37][CH:36]=2)[CH:7]=[CH:6][C:5]=1[C:8]1[CH:13]=[CH:12][C:11]([CH2:14][CH2:15][C:16]2([CH2:22][O:23][P:24]([C:30]([CH3:33])([CH3:32])[CH3:31])([C:26]([CH3:29])([CH3:28])[CH3:27])=[O:25])[CH2:20][O:19][C:18]([CH3:21])=[N:17]2)=[CH:10][CH:9]=1 |f:5.6.7.8.9.10|. Reported procedure: A solution of 4-[2-(4′-bromo-2′-fluorobiphenyl-4-yl)ethyl]-4-di(tert-butyl)phosphoryloxymethyl-2-methyl-2-oxazoline (201 mg), benzenethiol (42 mg), diisopropylethylamine (89 mg), tris(dibenzylideneacetone)dipalladium(0) chloroform adduct (17.8 mg) and 4,5-bis(diphenylphosphino)-9,9-dimethylxanthene (Xantphos) (19.9 mg) in 1,4-dioxane (2 mL) was heated under reflux for 15 hr under a nitrogen atmosphere. Water was added to the reaction mixture, and the mixture was extracted with ethyl acetate. The... Reactants: [Cl-].[NH4+] (ammonium chloride), COC=1C(=C(C=O)C(=C(C1OC)OC)OC)C (3,4,5,6-tetramethoxy-2-methylbenzaldehyde), Grignard reagent, C(C1=CC=CC=C1)OC=1C=C(C=CC1)Br (3-(benzyloxy)bromobenzene), [Mg] (magnesium). Run in O1CCCC1 (tetrahydrofuran). Run at time 2 hour. Yields the product COC=1C(=C(C(=C(C1OC)OC)OC)C(O)C1=CC(=CC=C1)OCC1=CC=CC=C1)C (1-(3,4,5,6-Tetramethoxy-2-methylphenyl)-1-(3-benzyloxyphenyl)methanol). Isolated yield 94.8%. Reaction SMILES: [CH3:1][O:2][C:3]1[C:4]([CH3:17])=[C:5]([C:8]([O:15][CH3:16])=[C:9]([O:13][CH3:14])[C:10]=1[O:11][CH3:12])[CH:6]=[O:7].[CH2:18]([O:25][C:26]1[CH:27]=[C:28](Br)[CH:29]=[CH:30][CH:31]=1)[C:19]1[CH:24]=[CH:23][CH:22]=[CH:21][CH:20]=1.[Mg].[Cl-].[NH4+]>O1CCCC1>[CH3:1][O:2][C:3]1[C:4]([CH3:17])=[C:5]([CH:6]([C:28]2[CH:29]=[CH:30][CH:31]=[C:26]([O:25][CH2:18][C:19]3[CH:24]=[CH:23][CH:22]=[CH:21][CH:20]=3)[CH:27]=2)[OH:7])[C:8]([O:15][CH3:16])=[C:9]([O:13][CH3:14])[C:10]=1[O:11][CH3:12] |f:3.4|. Procedure details: An anhydrous tetrahydrofuran (50 ml) solution of 3,4,5,6-tetramethoxy-2-methylbenzaldehyde (14 g, 0.058 mol) was added dropwise under ice cooling to a Grignard reagent (150 ml tetrahydrofuran solution) prepared from 3-(benzyloxy)bromobenzene (18.4 g, 0.070 mol) and magnesium (1.87 g, 0.077 mol), and the resulting solution was stirred for 2 hours. The reaction solution was poured in an aqueous solution of saturated ammonium chloride and extracted with ether. The extract was washed with saturated ... Reactants: CS(C)=O, NCc1cccc(Cl)c1Cl, CC(C(=O)O)c1cccc2cnccc12, O=C(O)Cc1cccc2cnccc12. Product: CC(C(=O)NCc1cccc(Cl)c1Cl)c1cccc2cnccc12. Reaction SMILES: [CH3:40][S:41]([CH3:42])=[O:43].[Cl:1][c:2]1[c:3]([CH2:4][NH2:5])[cH:6][cH:7][cH:8][c:9]1[Cl:10].[cH:11]1[n:12][cH:13][cH:14][c:15]2[c:16]([CH:21]([C:22](=[O:23])[OH:24])[CH3:25])[cH:17][cH:18][cH:19][c:20]12.[cH:26]1[c:27]2[c:28]([c:29]([CH2:30][C:31]([OH:32])=[O:33])[cH:34][cH:35][cH:36]2)[cH:37][cH:38][n:39]1>>[Cl:1][c:2]1[c:3]([CH2:4][NH:5][C:22]([CH:21]([c:16]2[c:15]3[cH:14][cH:13][n:12][cH:11][c:20]3[cH:19][cH:18][cH:17]2)[CH3:25])=[O:23])[cH:6][cH:7][cH:8][c:9]1[Cl:10]. The reactants are NC=1C2=C(NC3=C(N1)C=CC=C3)SC(=C2)C (4-Amino-2-methyl-10H-thieno-[2,3-b][1,5]benzodiazepine), CN1CCNCC1 (N-methylpiperazine), C(C)O (ethanol). Run in O (water). Run at temperature 94 celsius. Yields the product CC1=CC2=C(S1)NC=3C=CC=CC3N=C2N4CCN(CC4)C (olanzapine). Yield: 72.0%. Reaction SMILES: [NH2:1][C:2]1[C:3]2[CH:15]=[C:14]([CH3:16])[S:13][C:4]=2[NH:5][C:6]2[CH:12]=[CH:11][CH:10]=[CH:9][C:7]=2[N:8]=1.[CH3:17][N:18]1[CH2:23][CH2:22]N[CH2:20][CH2:19]1.C(O)C>O>[CH3:16][C:14]1[S:13][C:4]2[NH:5][C:6]3[CH:12]=[CH:11][CH:10]=[CH:9][C:7]=3[N:8]=[C:2]([N:1]3[CH2:22][CH2:23][N:18]([CH3:17])[CH2:19][CH2:20]3)[C:3]=2[CH:15]=1. Procedure: 4-Amino-2-methyl-10H-thieno-[2,3-b][1,5]benzodiazepine (5 g, 0.02 mol), N-methylpiperazine (12.5 mL, 2.5 vol) and ethanol (15 mL, 3 vol) were charged into a three-necked round bottom flask equipped with a reflux condenser, overhead stirrer, and thermometer. The reaction mixture was slowly heated to reflux (94° C.) under a nitrogen atmosphere and kept at this temperature overnight. The reaction mixture was cooled to below 50° C. and water (10 mL, 2 vol) was added to precipitate out the solid, whi... Procedure: 2-Chlorobenzenesulfonic acid 3-[[N-(tert-butoxycarbonyl)-piperazin-4-yl]ethoxy]-5-methylphenyl ester (1.02 g, 2.0 mmol), as prepared in the preceding step, was treated with 40 mL of 4N HCl in 1,4-dioxane at room temperature for 2 h. The solvent was removed in vacuo and the residue was purified by flash column chromatography (10% methanol in methylene chloride saturated with NH3) to give the title compound as a pale-yellow liquid (695 mg, 84%). 1 H-NMR (300 MHz, CDCl3): δ 1.92 (bs, 2H), 2.24 (s, ... As a reaction SMILES: C(OC([N:8]1[CH2:13][CH2:12][N:11]([CH2:14][CH2:15][O:16][C:17]2[CH:18]=[C:19]([O:24][S:25]([C:28]3[CH:33]=[CH:32][CH:31]=[CH:30][C:29]=3[Cl:34])(=[O:27])=[O:26])[CH:20]=[C:21]([CH3:23])[CH:22]=2)[CH2:10][CH2:9]1)=O)(C)(C)C.Cl>O1CCOCC1>[NH:8]1[CH2:9][CH2:10][N:11]([CH2:14][CH2:15][O:16][C:17]2[CH:18]=[C:19]([O:24][S:25]([C:28]3[CH:33]=[CH:32][CH:31]=[CH:30][C:29]=3[Cl:34])(=[O:27])=[O:26])[CH:20]=[C:21]([CH3:23])[CH:22]=2)[CH2:12][CH2:13]1. Yield: 84.6%. Starting materials: C(C)(C)(C)OC(=O)N1CCN(CC1)CCOC=1C=C(C=C(C1)C)OS(=O)(=O)C1=C(C=CC=C1)Cl (2-Chlorobenzenesulfonic acid 3-[[N-(tert-butoxycarbonyl)-piperazin-4-yl]ethoxy]-5-methylphenyl ester), Cl (HCl). The solvent is O1CCOCC1 (1,4-dioxane). The product is N1CCN(CC1)CCOC=1C=C(C=C(C1)C)OS(=O)(=O)C1=C(C=CC=C1)Cl (2-Chlorobenzenesulfonic acid 3-[2-(piperazin-4-yl)ethoxy]-5-methylphenyl ester). Starting materials: COC(=O)[C@H]1CN([C@@H]2CC3=C(NC4=CC=CC([C@H]2C1)=C34)CN3CCOCC3)C#N (6-cyano-2-morpholinomethyl-8beta-ergoline-carboxylic acid methyl ester), CI (methyl iodide). The solvent is O1CCCC1 (tetrahydrofuran). The product is [I-].C(#N)N1C[C@@H](C[C@@H]2C=3C=CC=C4NC(=C(C[C@@H]12)C34)C[N+]3(CCOCC3)C)C(=O)OC (N-(6-cyano-8beta-methoxycarbonyl-2-ergolinyl-methyl)-N-methyl-morpholinium iodide). As a reaction SMILES: [CH3:1][O:2][C:3]([C@@H:5]1[CH2:19][C@H:18]2[C@@H:8]([CH2:9][C:10]3[C:20]4[C:13](=[CH:14][CH:15]=[CH:16][C:17]2=4)[NH:12][C:11]=3[CH2:21][N:22]2[CH2:27][CH2:26][O:25][CH2:24][CH2:23]2)[N:7]([C:28]#[N:29])[CH2:6]1)=[O:4].[CH3:30][I:31]>O1CCCC1>[I-:31].[C:28]([N:7]1[C@H:8]2[C@@H:18]([C:17]3[CH:16]=[CH:15][CH:14]=[C:13]4[C:20]=3[C:10]([CH2:9]2)=[C:11]([CH2:21][N+:22]2([CH3:30])[CH2:27][CH2:26][O:25][CH2:24][CH2:23]2)[NH:12]4)[CH2:19][C@@H:5]([C:3]([O:2][CH3:1])=[O:4])[CH2:6]1)#[N:29] |f:3.4|. Procedure details: 1.13 g of 6-cyano-2-morpholinomethyl-8beta-ergoline-carboxylic acid methyl ester is dissolved in 45 ml of tetrahydrofuran and stirred with 2.4 ml of methyl iodide at room temperature overnight. The crystalline precipitate is filtered off, yield 1.26 g (82% of theory), [α]D =+9.7° (0.5% in DMSO). The reactants are ClCCl, Cc1ccc(S(=O)(=O)N=C=O)cc1, O=C1CN(C(c2ccccc2)c2ccccc2)N1. As a reaction SMILES: [CH2:32]([Cl:33])[Cl:34].[c:19]1([CH3:31])[cH:20][cH:21][c:22]([S:25](=[O:26])(=[O:27])[N:28]=[C:29]=[O:30])[cH:23][cH:24]1.[c:1]1([CH:7]([N:8]2[NH:9][C:10](=[O:12])[CH2:11]2)[c:13]2[cH:14][cH:15][cH:16][cH:17][cH:18]2)[cH:2][cH:3][cH:4][cH:5][cH:6]1>>[c:1]1([CH:7]([N:8]2[N:9]([C:29]([NH:28][S:25]([c:22]3[cH:21][cH:20][c:19]([CH3:31])[cH:24][cH:23]3)(=[O:26])=[O:27])=[O:30])[C:10](=[O:12])[CH2:11]2)[c:13]2[cH:14][cH:15][cH:16][cH:17][cH:18]2)[cH:2][cH:3][cH:4][cH:5][cH:6]1. Yields the product Cc1ccc(S(=O)(=O)NC(=O)N2C(=O)CN2C(c2ccccc2)c2ccccc2)cc1. Reactants: COC(=O)C1=C(N(C=2N([C@@H]1C1=CC=C(C=C1)C#N)C(N(N2)CC(=O)OC)=O)C2=CC(=CC=C2)C(F)(F)F)C ((R)-5-(4-Cyano-phenyl)-2-methoxycarbonylmethyl-7-methyl-3-oxo-8-(3-trifluoromethyl-phenyl)-2,3,5,8-tetrahydro-[1,2,4]triazolo[4,3-a]pyrimidine-6-carboxylic acid methyl ester), CO (MeOH), Cl (HCl), [OH-].[Li+] (lithium hydroxide). The solvent is C1CCOC1 (THF). Conditions: time 2 hour. The product is COC(=O)C1=C(N(C=2N([C@@H]1C1=CC=C(C=C1)C#N)C(N(N2)CC(=O)O)=O)C2=CC(=CC=C2)C(F)(F)F)C ((R)-2-Carboxymethyl-5-(4-cyano-phenyl)-7-methyl-3-oxo-8-(3-trifluoromethyl-phenyl)-2,3,5,8-tetrahydro-[1,2,4]triazolo[4,3-a]pyrimidine-6-carboxylic acid methyl ester). The yield is 105.9%. Reaction SMILES: [CH3:1][O:2][C:3]([C:5]1[C@@H:10]([C:11]2[CH:16]=[CH:15][C:14]([C:17]#[N:18])=[CH:13][CH:12]=2)[N:9]2[C:19](=[O:27])[N:20]([CH2:22][C:23]([O:25]C)=[O:24])[N:21]=[C:8]2[N:7]([C:28]2[CH:33]=[CH:32][CH:31]=[C:30]([C:34]([F:37])([F:36])[F:35])[CH:29]=2)[C:6]=1[CH3:38])=[O:4].CO.[OH-].[Li+].Cl>C1COCC1>[CH3:1][O:2][C:3]([C:5]1[C@@H:10]([C:11]2[CH:16]=[CH:15][C:14]([C:17]#[N:18])=[CH:13][CH:12]=2)[N:9]2[C:19](=[O:27])[N:20]([CH2:22][C:23]([OH:25])=[O:24])[N:21]=[C:8]2[N:7]([C:28]2[CH:33]=[CH:32][CH:31]=[C:30]([C:34]([F:36])([F:35])[F:37])[CH:29]=2)[C:6]=1[CH3:38])=[O:4] |f:2.3|. Procedure details: To a solution of Intermediate 25 (240 mg, 0.46 mmol) in THF (3 mL), was added MeOH (3 mL) followed by lithium hydroxide (3M in water, 200 μL, 0.6 mmol). The reaction mixture was stirred at RT for 2 hours, and then the volatiles were removed in vacuo. The resultant residue was dissolved in water, and the solution thus obtained was made acidic by addition of 6 N HCl and extracted with EtOAc. The combined organic layers were washed with brine, dried (Na2SO4) and evaporated in vacuo to yield the tit...